From a dataset of the Open Reaction Database (ORD), a public repository of structured organic reaction records. describe an organic reaction: reactants, conditions, products, and yield Starting materials: [OH-].[K+] (potassium hydroxide), Cl (hydrochloric acid), C(C1=CC=CC=C1)Br (Benzylbromide), C(C)(C)(C)C1=C(C(=CC=C1)C(C)(C)C)O (2,6-di-t-butylphenol), C(=S)=S (carbon disulfide). Procedure: A flask was charged with 0.3 mol of 2,6-di-t-butylphenol and 150 ml of dimethylsulfoxide. To the flask, maintained at 10° C., was added dropwise an aqueous solution of 0.6 mol potassium hydroxide, followed by 0.3 mol carbon disulfide. The resulting reaction mixture was stirred at 10° C. for 1 hour and then allowed to warm to about 25° C. Concentrated hydrochloric acid (0.3 mol) was then added slowly to the reaction mixture, maintained at 0° C. Benzylbromide (0.3 mol) was then added and the react... Run at temperature 10 celsius, time 1 hour. RXN SMILES: [C:1]([C:5]1[CH:10]=[CH:9][CH:8]=[C:7]([C:11]([CH3:14])([CH3:13])[CH3:12])[C:6]=1[OH:15])([CH3:4])([CH3:3])[CH3:2].[OH-].[K+].[C:18](=[S:20])=[S:19].Cl.[CH2:22](Br)[C:23]1[CH:28]=[CH:27][CH:26]=[CH:25][CH:24]=1>CS(C)=O>[C:11]([C:7]1[CH:8]=[C:9]([CH:10]=[C:5]([C:1]([CH3:4])([CH3:3])[CH3:2])[C:6]=1[OH:15])[C:18]([S:20][CH2:22][C:23]1[CH:28]=[CH:27][CH:26]=[CH:25][CH:24]=1)=[S:19])([CH3:14])([CH3:13])[CH3:12] |f:1.2|. Solvent: CS(=O)C (dimethylsulfoxide), ice water. Yields the product C(C)(C)(C)C=1C=C(C(=S)SCC2=CC=CC=C2)C=C(C1O)C(C)(C)C (benzyl 3,5-di-t-butyl-4-hydroxydithiobenzoate). The reactants are CC(C)(C)OC(=O)N1CC(OS(C)(=O)=O)CC1C(=O)NC1(C#N)CC1, CCc1ccccc1S, CS(=O)(=O)O. The product is CCc1ccccc1SC1CC(C(=O)NC2(C#N)CC2)N(C(=O)OC(C)(C)C)C1. RXN SMILES: [C:6]([CH3:7])([CH3:8])([CH3:9])[O:10][C:11](=[O:12])[N:13]1[CH:14]([C:23]([NH:24][C:25]2([C:28]#[N:29])[CH2:26][CH2:27]2)=[O:30])[CH2:15][CH:16]([O:18][S:19]([CH3:20])(=[O:21])=[O:22])[CH2:17]1.[CH2:31]([CH3:32])[c:33]1[c:34]([SH:39])[cH:35][cH:36][cH:37][cH:38]1.[CH3:1][S:2]([OH:3])(=[O:4])=[O:5]>>[C:6]([CH3:7])([CH3:8])([CH3:9])[O:10][C:11](=[O:12])[N:13]1[CH:14]([C:23]([NH:24][C:25]2([C:28]#[N:29])[CH2:26][CH2:27]2)=[O:30])[CH2:15][CH:16]([S:39][c:34]2[c:33]([CH2:31][CH3:32])[cH:38][cH:37][cH:36][cH:35]2)[CH2:17]1.